This data is from the Open Reaction Database (ORD), a public repository of structured organic reaction records. The task is: describe an organic reaction: reactants, conditions, products, and yield Reactants: C1CCOC1, COC(=O)CCCSC1N=C2C=CC=CN2C1Cc1cccc2ccccc12, [Li+], [OH-], O, O. The product is O=C(O)CCCSC1N=C2C=CC=CN2C1Cc1cccc2ccccc12. Reaction SMILES: [CH2:32]1[O:33][CH2:34][CH2:35][CH2:36]1.[CH3:1][O:2][C:3]([CH2:4][CH2:5][CH2:6][S:7][CH:8]1[N:9]=[C:10]2[N:11]([CH:12]=[CH:13][CH:14]=[CH:15]2)[CH:16]1[CH2:17][c:18]1[cH:19][cH:20][cH:21][c:22]2[cH:23][cH:24][cH:25][cH:26][c:27]12)=[O:28].[Li+:31].[OH-:30].[OH2:29].[OH2:37]>>[O:2]=[C:3]([CH2:4][CH2:5][CH2:6][S:7][CH:8]1[N:9]=[C:10]2[N:11]([CH:12]=[CH:13][CH:14]=[CH:15]2)[CH:16]1[CH2:17][c:18]1[cH:19][cH:20][cH:21][c:22]2[cH:23][cH:24][cH:25][cH:26][c:27]12)[OH:28]. Starting materials: COc1cc(CNc2ccccc2[N+](=O)[O-])ccc1CN1CCCC1, CCO, [H][H]. The product is COc1cc(CNc2ccccc2N)ccc1CN1CCCC1. As a reaction SMILES: [CH3:1][O:2][c:3]1[cH:4][c:5]([CH2:6][NH:7][c:8]2[c:9]([N+:14]([O-:15])=[O:16])[cH:10][cH:11][cH:12][cH:13]2)[cH:17][cH:18][c:19]1[CH2:20][N:21]1[CH2:22][CH2:23][CH2:24][CH2:25]1.[CH3:28][CH2:29][OH:30].[H:26][H:27]>>[CH3:1][O:2][c:3]1[cH:4][c:5]([CH2:6][NH:7][c:8]2[c:9]([NH2:14])[cH:10][cH:11][cH:12][cH:13]2)[cH:17][cH:18][c:19]1[CH2:20][N:21]1[CH2:22][CH2:23][CH2:24][CH2:25]1. The reactants are CC(C)(C)OC(=O)C[P+](c1ccccc1)(c1ccccc1)c1ccccc1, O=Cc1ccccc1C(=O)O, CC(C)(C)[O-], [Cl-], [K+], C1CCOC1. The product is CC(C)(C)OC(=O)C=Cc1ccccc1C(=O)O. Reaction SMILES: [C:2]([CH3:3])([CH3:4])([CH3:5])[O:6][C:7](=[O:8])[CH2:9][P+:10]([c:11]1[cH:12][cH:13][cH:14][cH:15][cH:16]1)([c:17]1[cH:18][cH:19][cH:20][cH:21][cH:22]1)[c:23]1[cH:24][cH:25][cH:26][cH:27][cH:28]1.[C:35](=[O:36])([OH:37])[c:38]1[c:39]([CH:40]=[O:41])[cH:42][cH:43][cH:44][cH:45]1.[CH3:29][C:30]([CH3:31])([O-:32])[CH3:33].[Cl-:1].[K+:34].[O:46]1[CH2:47][CH2:48][CH2:49][CH2:50]1>>[C:2]([CH3:3])([CH3:4])([CH3:5])[O:6][C:7](=[O:8])[CH:9]=[CH:40][c:39]1[c:38]([C:35](=[O:36])[OH:37])[cH:45][cH:44][cH:43][cH:42]1.